This data is from the Open Reaction Database (ORD), a public repository of structured organic reaction records. The task is: describe an organic reaction: reactants, conditions, products, and yield Reactants: CC(C)(C)OC(=O)C(C)(C)Sc1nc(CCN)cs1, CCCCCCCI, CC(C)(C)[O-], CN(C)C=O, COC(=O)c1cnc(Cl)c(Cl)c1, [K+], O. The product is CCCCCCCN(CCc1csc(SC(C)(C)C(=O)OC(C)(C)C)n1)c1ncc(C(=O)OC)cc1Cl. As a reaction SMILES: [C:1]([CH3:2])([CH3:3])([CH3:4])[O:5][C:6]([C:7]([CH3:8])([CH3:9])[S:10][c:11]1[s:12][cH:13][c:14]([CH2:16][CH2:17][NH2:18])[n:15]1)=[O:19].[CH2:32]([CH2:33][CH2:34][CH2:35][CH2:36][CH2:37][CH3:38])[I:39].[CH3:40][C:41]([CH3:42])([O-:43])[CH3:44].[CH3:46][N:47]([CH3:48])[CH:49]=[O:50].[Cl:20][c:21]1[n:22][cH:23][c:24]([C:28](=[O:29])[O:30][CH3:31])[cH:25][c:26]1[Cl:27].[K+:45].[OH2:51]>>[C:1]([CH3:2])([CH3:3])([CH3:4])[O:5][C:6]([C:7]([CH3:8])([CH3:9])[S:10][c:11]1[s:12][cH:13][c:14]([CH2:16][CH2:17][N:18]([c:21]2[n:22][cH:23][c:24]([C:28](=[O:29])[O:30][CH3:31])[cH:25][c:26]2[Cl:27])[CH2:32][CH2:33][CH2:34][CH2:35][CH2:36][CH2:37][CH3:38])[n:15]1)=[O:19]. Starting materials: ClC=1C=C(CN2[C@@H](C[C@@H](C2)N(C)CC2=C(C=C(C=C2)F)F)C(=O)O)C=CC1Cl ((2S,4S)-1-(3,4-dichloro-benzyl)-4-[(2,4-difluoro-benzyl)-methyl-amino]-pyrrolidine-2-carboxylic acid), C1(CCCCC1)C1=NC2(C(N1)=O)CCNCC2 (2-cyclohexyl-1,3,8-triaza-spiro[4.5]dec-1-en-4-one). Yields the product C1(CCCCC1)C1=NC2(C(N1)=O)CCN(CC2)C(=O)[C@H]2N(C[C@H](C2)N(C)CC2=C(C=C(C=C2)F)F)CC2=CC(=C(C=C2)Cl)Cl (2-Cyclohexyl-8-{(2S,4S)-1-(3,4-dichloro-benzyl)-4-[(2,4-difluoro-benzyl)-methyl-amino]-pyrrolidine-2-carbonyl}-1,3,8-triaza-spiro[4.5]dec-1-en-4-one). The yield is 6.0%. Reaction SMILES: [Cl:1][C:2]1[CH:3]=[C:4]([CH:25]=[CH:26][C:27]=1[Cl:28])[CH2:5][N:6]1[CH2:10][C@@H:9]([N:11]([CH2:13][C:14]2[CH:19]=[CH:18][C:17]([F:20])=[CH:16][C:15]=2[F:21])[CH3:12])[CH2:8][C@H:7]1[C:22](O)=[O:23].[CH:29]1([C:35]2[NH:39][C:38](=[O:40])[C:37]3([CH2:45][CH2:44][NH:43][CH2:42][CH2:41]3)[N:36]=2)[CH2:34][CH2:33][CH2:32][CH2:31][CH2:30]1>>[CH:29]1([C:35]2[NH:39][C:38](=[O:40])[C:37]3([CH2:41][CH2:42][N:43]([C:22]([C@@H:7]4[CH2:8][C@H:9]([N:11]([CH2:13][C:14]5[CH:19]=[CH:18][C:17]([F:20])=[CH:16][C:15]=5[F:21])[CH3:12])[CH2:10][N:6]4[CH2:5][C:4]4[CH:25]=[CH:26][C:27]([Cl:28])=[C:2]([Cl:1])[CH:3]=4)=[O:23])[CH2:44][CH2:45]3)[N:36]=2)[CH2:30][CH2:31][CH2:32][CH2:33][CH2:34]1. Procedure details: As described for Example 64e, (2S,4S)-1-(3,4-dichloro-benzyl)-4-[(2,4-difluoro-benzyl)-methyl-amino]-pyrrolidine-2-carboxylic acid (1 mmol) was converted, using 2-cyclohexyl-1,3,8-triaza-spiro[4.5]dec-1-en-4-one to the title compound (38.8 mg) by preparative HPLC in 6% yield as colorless oil. MS m/e=647.6 [M+H]+. Starting materials: OC1=CC=C(C=C1)C=1C(=CC(=CC1)[N+](=O)[O-])C#N (4′-hydroxy-4-nitro-2-biphenylcarbonitrile), CN(S(=O)(=O)Cl)C (N,N-dimethylsulfamoyl chloride). Yields the product CN(S(OC1=CC=C(C=C1)C1=C(C=C(C=C1)[N+](=O)[O-])C#N)(=O)=O)C (2′-cyano-4′-nitrobiphenyl-4-yl N,N-dimethylsulfamate). Reaction SMILES: [OH:1][C:2]1[CH:7]=[CH:6][C:5]([C:8]2[C:9]([C:17]#[N:18])=[CH:10][C:11]([N+:14]([O-:16])=[O:15])=[CH:12][CH:13]=2)=[CH:4][CH:3]=1.[CH3:19][N:20]([CH3:25])[S:21](Cl)(=[O:23])=[O:22]>>[CH3:19][N:20]([CH3:25])[S:21](=[O:23])(=[O:22])[O:1][C:2]1[CH:3]=[CH:4][C:5]([C:8]2[CH:13]=[CH:12][C:11]([N+:14]([O-:16])=[O:15])=[CH:10][C:9]=2[C:17]#[N:18])=[CH:6][CH:7]=1. Procedure: The procedure of Example 88 was repeated, except that 120 mg of 4′-hydroxy-4-nitro-2-biphenylcarbonitrile was used in place of N-(4′-hydroxybiphenyl-4-yl)methanesulfonamide, and 0.430 ml of N,N-dimethylsulfamoyl chloride was used in place of sulfamoyl chloride. The resulting crude product was purified by TLC (using a 16:1 mixture of chloroform and acetone as the developing solvent) to obtain 97 mg of 2′-cyano-4′-nitrobiphenyl-4-yl N,N-dimethylsulfamate. Starting materials: COC1=C(C(C1=O)=O)NC=1C=C(C=CC1)S(=O)(=O)N1[C@H](CCC1)C(=O)OC (methyl (R)-1-[3-(2-methoxy-3,4-dioxocyclobut-1-enylamino)benzenesulfonyl]pyrrolidine-2-carboxylate), CC1=CC=C(O1)C(C1(COC1)C)N (C-(5-methylfuran-2-yl)-C-(3-methyloxetan-3-yl)methylamine). Solvent: C(C)O (ethanol). Reaction conditions: temperature 60 celsius. The product is CC1=CC=C(O1)C(C1(COC1)C)NC1=C(C(C1=O)=O)NC=1C=C(C=CC1)S(=O)(=O)N1[C@H](CCC1)C(=O)OC (methyl (R)-1-[3-(2-{[(5-methylfuran-2-yl)-(3-methyloxetan-3-yl)methyl]amino}-3,4-dioxocyclobut-1-enylamino)benzenesulfonyl]pyrrolidine-2-carboxylate). The yield is 76.7%. Reaction SMILES: CO[C:3]1[C:6](=[O:7])[C:5](=[O:8])[C:4]=1[NH:9][C:10]1[CH:11]=[C:12]([S:16]([N:19]2[CH2:23][CH2:22][CH2:21][C@@H:20]2[C:24]([O:26][CH3:27])=[O:25])(=[O:18])=[O:17])[CH:13]=[CH:14][CH:15]=1.[CH3:28][C:29]1[O:33][C:32]([CH:34]([NH2:40])[C:35]2([CH3:39])[CH2:38][O:37][CH2:36]2)=[CH:31][CH:30]=1>C(O)C>[CH3:28][C:29]1[O:33][C:32]([CH:34]([NH:40][C:3]2[C:6](=[O:7])[C:5](=[O:8])[C:4]=2[NH:9][C:10]2[CH:11]=[C:12]([S:16]([N:19]3[CH2:23][CH2:22][CH2:21][C@@H:20]3[C:24]([O:26][CH3:27])=[O:25])(=[O:17])=[O:18])[CH:13]=[CH:14][CH:15]=2)[C:35]2([CH3:39])[CH2:36][O:37][CH2:38]2)=[CH:31][CH:30]=1. Procedure details: A mixture of 408.4 mg of methyl (R)-1-[3-(2-methoxy-3,4-dioxocyclobut-1-enylamino)benzenesulfonyl]pyrrolidine-2-carboxylate and 350 mg of C-(5-methylfuran-2-yl)-C-(3-methyloxetan-3-yl)methylamine in 30 ml of ethanol was heated at 60° C. overnight. The solvent was evaporated off and the residue was taken up with 50 ml of ethyl acetate and washed twice with a 1 M sodium hydrogen phosphate solution. The organic phase was dried over magnesium sulfate and evaporated. 432 mg of methyl (R)-1-[3-(2-{[(5... Reactants: COC(C[C@@H]1CC[C@H](CC1)C1=CC=C(C=C1)NC(CCN)=O)=O (trans-{4-[4-(3-aminopropionylamino)phenyl]cyclohexyl}acetic acid methyl ester), CCN=C=NCCCN(C)C (EDCI), C1(=C(C=CC=C1)N1N=C(C(=C1)C(=O)O)C(F)(F)F)C (1-o-tolyl-3-trifluoromethyl-1H-pyrazole-4-carboxylic acid), C=1C=CC2=C(C1)N=NN2O (HOBt), C(C)N(C(C)C)C(C)C (ethyldiisopropylamine). The solvent is C(=O)(O)[O-].[Na+] (NaHCO3), ClCCl (dichloromethane). Run at time 24 hour. Yields the product COC(C[C@@H]1CC[C@H](CC1)C1=CC=C(C=C1)NC(CCNC(=O)C=1C(=NN(C1)C1=C(C=CC=C1)C)C(F)(F)F)=O)=O (trans-[4-(4-{3-[(1-o-tolyl-3-trifluoromethyl-1H-pyrazole-4-carbonyl)amino]propionylamino}phenyl)cyclohexyl]acetic acid methyl ester). Isolated yield 89.8%. As a reaction SMILES: [CH3:1][O:2][C:3](=[O:23])[CH2:4][C@H:5]1[CH2:10][CH2:9][C@H:8]([C:11]2[CH:16]=[CH:15][C:14]([NH:17][C:18](=[O:22])[CH2:19][CH2:20][NH2:21])=[CH:13][CH:12]=2)[CH2:7][CH2:6]1.CCN=C=NCCCN(C)C.[C:35]1([CH3:53])[CH:40]=[CH:39][CH:38]=[CH:37][C:36]=1[N:41]1[CH:45]=[C:44]([C:46](O)=[O:47])[C:43]([C:49]([F:52])([F:51])[F:50])=[N:42]1.C1C=CC2N(O)N=NC=2C=1.C(N(C(C)C)C(C)C)C>ClCCl.C([O-])(O)=O.[Na+]>[CH3:1][O:2][C:3](=[O:23])[CH2:4][C@H:5]1[CH2:6][CH2:7][C@H:8]([C:11]2[CH:12]=[CH:13][C:14]([NH:17][C:18](=[O:22])[CH2:19][CH2:20][NH:21][C:46]([C:44]3[C:43]([C:49]([F:52])([F:51])[F:50])=[N:42][N:41]([C:36]4[CH:37]=[CH:38][CH:39]=[CH:40][C:35]=4[CH3:53])[CH:45]=3)=[O:47])=[CH:15][CH:16]=2)[CH2:9][CH2:10]1 |f:6.7|. Procedure details: A mixture of trans-{4-[4-(3-aminopropionylamino)phenyl]cyclohexyl}acetic acid methyl ester (50 mg, 0.16 mmol), EDCI (75.26 mg, 0.39 mmol), 1-o-tolyl-3-trifluoromethyl-1H-pyrazole-4-carboxylic acid (51 mg, 0.19 mmol), HOBt (31.8 mg, 0.24 mmol) and ethyldiisopropylamine (71.2 mg, 0.6 mmol) dissolved in dichloromethane solvent (10 mL) was stirred for 24 hours. The reaction mixture was diluted with aqueous NaHCO3 and extracted with dichloromethane. The extract was washed with brine and dried with an... Starting materials: FC1=C(C(=O)N(CC(C)C)CC=2N=NC(=CC2CCC)C(C)NC=O)C=C(C=C1)F (2,5-difluoro-N-[6-(1-formylamino-ethyl)-4-propyl-pyridazin-3-ylmethyl]-N-isobutyl-benzamide), O=P(Cl)(Cl)Cl (POCl3). Conditions: temperature 100 celsius. The product is FC1=C(C(=O)N(CC=2C(=CC=3N(N2)C=NC3C)CCC)CC(C)C)C=C(C=C1)F (2,5-Difluoro-N-isobutyl-N-(5-methyl-3-propyl-imidazo[1,5-b]pyridazin-2-ylmethyl)-benzamide). As a reaction SMILES: [F:1][C:2]1[CH:29]=[CH:28][C:27]([F:30])=[CH:26][C:3]=1[C:4]([N:6]([CH2:11][C:12]1[N:13]=[N:14][C:15]([CH:21]([NH:23][CH:24]=O)[CH3:22])=[CH:16][C:17]=1[CH2:18][CH2:19][CH3:20])[CH2:7][CH:8]([CH3:10])[CH3:9])=[O:5].O=P(Cl)(Cl)Cl>>[F:1][C:2]1[CH:29]=[CH:28][C:27]([F:30])=[CH:26][C:3]=1[C:4]([N:6]([CH2:7][CH:8]([CH3:10])[CH3:9])[CH2:11][C:12]1[C:17]([CH2:18][CH2:19][CH3:20])=[CH:16][C:15]2[N:14]([CH:24]=[N:23][C:21]=2[CH3:22])[N:13]=1)=[O:5]. Procedure details: A mixture of 2,5-difluoro-N-[6-(1-formylamino-ethyl)-4-propyl-pyridazin-3-ylmethyl]-N-isobutyl-benzamide (89 mg) and POCl3 (3 ml) is heated at 100° C. for 3 hours. The solvent is removed in vacuo and to the residue is added saturated NaHCO3 aqueous solution to neutralize the reaction mixture. EtOAc (10 ml) is added and the layers are separated. The aqueous layer is extracted with EtOAc (10 ml) and the combined extracts are washed with brine (10 ml), dried (Na2SO4) and evaporated. Flash column se... Reactants: COCCO, O=C1c2ccccc2C(=O)N1CCCOc1cccc([N+](=O)[O-])c1. The product is Nc1cccc(OCCCN2C(=O)c3ccccc3C2=O)c1. As a reaction SMILES: [CH3:25][O:26][CH2:27][CH2:28][OH:29].[N+:1]([O-:2])(=[O:3])[c:4]1[cH:5][c:6]([O:7][CH2:8][CH2:9][CH2:10][N:11]2[C:12](=[O:21])[c:13]3[c:14]([cH:17][cH:18][cH:19][cH:20]3)[C:15]2=[O:16])[cH:22][cH:23][cH:24]1>>[NH2:1][c:4]1[cH:5][c:6]([O:7][CH2:8][CH2:9][CH2:10][N:11]2[C:12](=[O:21])[c:13]3[c:14]([cH:17][cH:18][cH:19][cH:20]3)[C:15]2=[O:16])[cH:22][cH:23][cH:24]1.